Dataset: the Open Reaction Database (ORD), a public repository of structured organic reaction records. Task: describe an organic reaction: reactants, conditions, products, and yield Starting materials: O (water), BrC=1C=C2C(=CC(NC2=CC1)=O)CCCO (6-Bromo-4-(3-hydroxypropyl)quinolin-2(1H)-one), N1C=NC=C1 (imidazole), [Si](C1=CC=CC=C1)(C1=CC=CC=C1)(C(C)(C)C)Cl (tert-butyldiphenylsilyl chloride). The solvent is CN(C=O)C (dimethylformamide). Yields the product BrC=1C=C2C(=CC(NC2=CC1)=O)CCCO[Si](C1=CC=CC=C1)(C1=CC=CC=C1)C(C)(C)C (6-bromo-4-(3-(tert-butyldiphenylsilyloxy)propyl)quinolin-2(1H)-one). As a reaction SMILES: [Br:1][C:2]1[CH:3]=[C:4]2[C:9](=[CH:10][CH:11]=1)[NH:8][C:7](=[O:12])[CH:6]=[C:5]2[CH2:13][CH2:14][CH2:15][OH:16].N1C=CN=C1.[Si:22](Cl)([C:35]([CH3:38])([CH3:37])[CH3:36])([C:29]1[CH:34]=[CH:33][CH:32]=[CH:31][CH:30]=1)[C:23]1[CH:28]=[CH:27][CH:26]=[CH:25][CH:24]=1.O>CN(C)C=O>[Br:1][C:2]1[CH:3]=[C:4]2[C:9](=[CH:10][CH:11]=1)[NH:8][C:7](=[O:12])[CH:6]=[C:5]2[CH2:13][CH2:14][CH2:15][O:16][Si:22]([C:35]([CH3:38])([CH3:37])[CH3:36])([C:29]1[CH:30]=[CH:31][CH:32]=[CH:33][CH:34]=1)[C:23]1[CH:28]=[CH:27][CH:26]=[CH:25][CH:24]=1. Reported procedure: 6-Bromo-4-(3-hydroxypropyl)quinolin-2(1H)-one (4.7 g, 16.67 mmoles), imidazole (2.84 g, 41.7 mmoles) and tert-butyldiphenylsilyl chloride (5.14 mL, 20 mmoles) were stirred in dimethylformamide (60 mL) overnight at room temperature. The reaction mixture was poured into water and extracted with ethyl acetate twice. The organic layers were combined, dried over magnesium sulfate, filtered and concentrated. The crude product was purified by normal phase chromatography to provide the title compound.